This data is from the Open Reaction Database (ORD), a public repository of structured organic reaction records. The task is: describe an organic reaction: reactants, conditions, products, and yield Reactants: COC(=O)c1cc(Cl)ccc1NC(=O)COCC(=O)O, Nc1cccc(-c2ccncc2)c1. Product: COC(=O)c1cc(Cl)ccc1NC(=O)COCC(=O)Nc1cccc(-c2ccncc2)c1. As a reaction SMILES: [Cl:14][c:15]1[cH:16][c:17]([C:30](=[O:31])[O:32][CH3:33])[c:18]([NH:21][C:22]([CH2:23][O:24][CH2:25][C:26](=[O:27])[OH:28])=[O:29])[cH:19][cH:20]1.[NH2:1][c:2]1[cH:3][c:4](-[c:8]2[cH:9][cH:10][n:11][cH:12][cH:13]2)[cH:5][cH:6][cH:7]1>>[NH:1]([c:2]1[cH:3][c:4](-[c:8]2[cH:9][cH:10][n:11][cH:12][cH:13]2)[cH:5][cH:6][cH:7]1)[C:26]([CH2:25][O:24][CH2:23][C:22]([NH:21][c:18]1[c:17]([C:30](=[O:31])[O:32][CH3:33])[cH:16][c:15]([Cl:14])[cH:20][cH:19]1)=[O:29])=[O:27]. Reactants: O=C([O-])[O-], CCN(CC)CCCl, Cl, [K+], [K+], O=[N+]([O-])c1ccc([O-])cc1, [Na+], O, Cc1ccccc1C. The product is CCN(CC)CCOc1ccc([N+](=O)[O-])cc1. As a reaction SMILES: [C:22](=[O:23])([O-:24])[O-:25].[CH2:14]([CH3:15])[N:16]([CH2:17][CH2:18][Cl:19])[CH2:20][CH3:21].[ClH:13].[K+:26].[K+:27].[N+:2](=[O:3])([O-:4])[c:5]1[cH:6][cH:7][c:8]([O-:9])[cH:10][cH:11]1.[Na+:12].[OH2:1].[c:28]1([CH3:29])[c:30]([CH3:31])[cH:32][cH:33][cH:34][cH:35]1>>[N+:2](=[O:3])([O-:4])[c:5]1[cH:6][cH:7][c:8]([O:9][CH2:18][CH2:17][N:16]([CH2:14][CH3:15])[CH2:20][CH3:21])[cH:10][cH:11]1. Starting materials: CN1C(=NC=C1C=CC(=O)OCC)CC (ethyl β-(1-methyl-2-ethyl-imidazol-5-yl)acrylate). Reagents/catalysts: [Pd] (Pd/C). Solvent: C(C)(=O)OCC.C(C)O.Cl (ethyl acetate ethanol HCl). Reaction conditions: time 2 hour. Product: CN1C(=NC=C1CCC(=O)OCC)CC (ethyl 3-(1-methyl-2-ethyl-imidazol-5-yl)propionate). Yield: 89.5%. RXN SMILES: [CH3:1][N:2]1[C:6]([CH:7]=[CH:8][C:9]([O:11][CH2:12][CH3:13])=[O:10])=[CH:5][N:4]=[C:3]1[CH2:14][CH3:15]>C(OCC)(=O)C.C(O)C.Cl.[Pd]>[CH3:1][N:2]1[C:6]([CH2:7][CH2:8][C:9]([O:11][CH2:12][CH3:13])=[O:10])=[CH:5][N:4]=[C:3]1[CH2:14][CH3:15] |f:1.2.3|. Procedure details: A mixture of ethyl β-(1-methyl-2-ethyl-imidazol-5-yl)acrylate (2.1 g, 10.1 mmol) and 1.1 g of 10% Pd/C in ethyl acetate/ethanol/HCl (1M in ethyl acetate; 50 ml/8 ml/8 ml) was hydrogenated under hydrogen (50 psi) for 2 h. The mixture was filtered through celite, the residue was washed with ethylene chloride/methanol (5:1, 2×), and the combined organic layer was concentrated in vacuo. The residue was basified with aqueous sodium bicarbonate solution, extracted with methylene chloride (4×), and the... Starting materials: C1=C(C=CC2=CC=CC=C12)C=O (β-naphthaldehyde), C(=O)(C(=O)OCC)C(C(=O)OCC)C (ethyl α-ethoxalylpropionate), [H-].[Na+] (sodium hydride), [H][H] (hydrogen). Run in C=1(C(=CC=CC1)C)C (xylene), O (water), C=1(C(=CC=CC1)C)C (xylene). Product: CC(C(=O)OCC)=CC1=CC2=CC=CC=C2C=C1 (ethyl 2-methyl-3-β-naphthyl-acrylate). Isolated yield 45.2%. RXN SMILES: [C:1]([CH:8]([CH3:14])[C:9]([O:11][CH2:12][CH3:13])=[O:10])([C:3](OCC)=O)=O.[H-].[Na+].[H][H].[CH:19]1[C:28]2[C:23](=[CH:24][CH:25]=[CH:26][CH:27]=2)[CH:22]=[CH:21]C=1C=O>C1(C)C(C)=CC=CC=1.O>[CH3:14][C:8](=[CH:1][C:3]1[CH:21]=[CH:22][C:23]2[C:28](=[CH:27][CH:26]=[CH:25][CH:24]=2)[CH:19]=1)[C:9]([O:11][CH2:12][CH3:13])=[O:10] |f:1.2|. Procedure details: 40 g (0.2 mol) of ethyl α-ethoxalylpropionate are added to a suspension of 5.5 g (0.2 mol) of 80% strength sodium hydride in 300 ml of absolute xylene at 70° C. When the evolution of hydrogen has ended, 31.2 g (0.2 mol) of β-naphthaldehyde, dissolved in xylene, are added dropwise, and when the addition has ended the mixture is heated at the boiling point for 90 minutes. 150 ml of water are added to the cooled reaction mixture and the organic phase is separated off, washed with 7% strength sodium... Procedure details: 2-Methylsulfanyl-5-pyrimidin-5-ylmethyl-1H-pyrimidin-4-one (18.6 mg, 0.079 mmol, 1 eq) and 2-[4-(4-Chloro-3-trifluoromethyl-phenoxy)-phenyl]-ethylamine (39.3 mg, 0.119 mmol, 1.5 eq) were dissolved in dry ethanol (300 μl) and stirred at 125° C. for 48 h. Reaction mixture was evaporated and crude residue was purified via Biotage SP-1 Snap Si 10 g; 15 ml/min in the gradient of MeOH in DCM: 1% for 1 CV then from 1-5% for 20 CV. The appropriate fractions were combined and evaporated in vacuo to give ... Starting materials: CSC=1NC=C(C(N1)=O)CC=1C=NC=NC1 (2-Methylsulfanyl-5-pyrimidin-5-ylmethyl-1H-pyrimidin-4-one), ClC1=C(C=C(OC2=CC=C(C=C2)CCN)C=C1)C(F)(F)F (2-[4-(4-Chloro-3-trifluoromethyl-phenoxy)-phenyl]-ethylamine), C(C)O (ethanol). Conditions: temperature 125 celsius, time 48 hour. RXN SMILES: CS[C:3]1[NH:4][CH:5]=[C:6]([CH2:10][C:11]2[CH:12]=[N:13][CH:14]=[N:15][CH:16]=2)[C:7](=[O:9])[N:8]=1.[Cl:17][C:18]1[CH:33]=[CH:32][C:21]([O:22][C:23]2[CH:28]=[CH:27][C:26]([CH2:29][CH2:30][NH2:31])=[CH:25][CH:24]=2)=[CH:20][C:19]=1[C:34]([F:37])([F:36])[F:35].[CH2:38](O)C>>[Cl:17][C:18]1[CH:33]=[CH:32][C:21]([O:22][C:23]2[CH:28]=[CH:27][C:26]([CH2:29][CH2:30][NH:31][C:3]3[N:4]([CH3:38])[CH:5]=[C:6]([CH2:10][C:11]4[CH:12]=[N:13][CH:14]=[N:15][CH:16]=4)[C:7](=[O:9])[N:8]=3)=[CH:25][CH:24]=2)=[CH:20][C:19]=1[C:34]([F:35])([F:36])[F:37]. The product is ClC1=C(C=C(OC2=CC=C(C=C2)CCNC=2N(C=C(C(N2)=O)CC=2C=NC=NC2)C)C=C1)C(F)(F)F (2-{2-[4-(4-Chloro-3-trifluoromethyl-phenoxy)-phenyl]-ethylamino}-1-methyl-5-pyrimidin-5-ylmethyl-1H-pyrimidin-4-one). Reactants: ice water, FC(S(=O)(=O)OC1=C(C=C(C(=C1)C)C)C(CC)=O)(F)F (4,5-dimethyl-2-propionylphenyl trifluoromethanesulfonate), C([O-])([O-])=O.[Na+].[Na+] (sodium carbonate), solution, CC1(OB(OC1(C)C)C=1CCN(CC1)C(=O)OC(C)(C)C)C (tert-butyl 4(4,4,5,5-tetramethyl-1,3,2-dioxaborolan-2-yl)-3,6-dihydropyridine-1(2H)carboxylate). The reagents and catalysts are C=1C=CC(=CC1)[P](C=2C=CC=CC2)(C=3C=CC=CC3)[Pd]([P](C=4C=CC=CC4)(C=5C=CC=CC5)C=6C=CC=CC6)([P](C=7C=CC=CC7)(C=8C=CC=CC8)C=9C=CC=CC9)[P](C=1C=CC=CC1)(C=1C=CC=CC1)C=1C=CC=CC1 (tetrakis(triphenylphosphine)palladium(0)). Solvent: C(C)O.C1(=CC=CC=C1)C (ethanol toluene). Reaction conditions: temperature 75 celsius. Yields the product CC1=CC(=C(C=C1C)C=1CCN(CC1)C(=O)OC(C)(C)C)C(CC)=O (tert-butyl 4-(4,5-dimethyl-2-propionylphenyl)-3,6-dihydropyridine-1(2H)-carboxylate). Reaction SMILES: FC(F)(F)S(O[C:7]1[CH:12]=[C:11]([CH3:13])[C:10]([CH3:14])=[CH:9][C:8]=1[C:15](=[O:18])[CH2:16][CH3:17])(=O)=O.C(=O)([O-])[O-].[Na+].[Na+].CC1(C)C(C)(C)OB([C:35]2[CH2:36][CH2:37][N:38]([C:41]([O:43][C:44]([CH3:47])([CH3:46])[CH3:45])=[O:42])[CH2:39][CH:40]=2)O1>C(O)C.C1(C)C=CC=CC=1.C1C=CC([P]([Pd]([P](C2C=CC=CC=2)(C2C=CC=CC=2)C2C=CC=CC=2)([P](C2C=CC=CC=2)(C2C=CC=CC=2)C2C=CC=CC=2)[P](C2C=CC=CC=2)(C2C=CC=CC=2)C2C=CC=CC=2)(C2C=CC=CC=2)C2C=CC=CC=2)=CC=1>[CH3:14][C:10]1[C:11]([CH3:13])=[CH:12][C:7]([C:35]2[CH2:40][CH2:39][N:38]([C:41]([O:43][C:44]([CH3:47])([CH3:46])[CH3:45])=[O:42])[CH2:37][CH:36]=2)=[C:8]([C:15](=[O:18])[CH2:16][CH3:17])[CH:9]=1 |f:1.2.3,5.6,^1:62,64,83,102|. Reported procedure: A vigorously stirred solution of triflate 83 (10.5 g, 33.8 mmol), aqueous sodium carbonate (50.8 mL of a 2.0 M solution, 102 mmol), tert-butyl 4(4,4,5,5-tetramethyl-1,3,2-dioxaborolan-2-yl)-3,6-dihydropyridine-1(2H)carboxylate (10.45 g, 33.8 mmol), and tetrakis(triphenylphosphine)palladium(0) (3.91 g, 3.38 mmol) in ethanol/toluene (1:1, 100 mL) was degassed via three vacuum/nitrogen ingress cycles and heated to 75° C. for 30 min. The reaction mixture was poured into ice water and extracted three... RXN SMILES: [Cl:1][C:2]1[CH:10]=[C:9]2[C:5]([CH:6]=[CH:7][NH:8]2)=[CH:4][C:3]=1[C:11]([O:13]C)=[O:12].[Li+].[OH-].[OH-].[Na+]>C1COCC1>[Cl:1][C:2]1[CH:10]=[C:9]2[C:5]([CH:6]=[CH:7][NH:8]2)=[CH:4][C:3]=1[C:11]([OH:13])=[O:12] |f:1.2,3.4|. The yield is 60.3%. Reported procedure: A solution of Example 58B (1.17 g, approximately 5.6 mmol) in THF (50 mL) was treated with 1M LiOH (56 mL, 56 mmol), heated at 50° C., stirred for 18 hours, treated with 1M NaOH, washed with diethyl ether, acidified with HCl, and extracted with ethyl acetate. The extract was dried (MgSO4), filtered, and concentrated. The concentrate was purified on silica gel with 50% ethyl acetate/hexanes to provide of 660 mg of the desired product. Reaction conditions: temperature 50 celsius, time 18 hour. Run in C1CCOC1 (THF). The reactants are ClC1=C(C=C2C=CNC2=C1)C(=O)OC (methyl 6-chloro-5-indolecarboxylate), [Li+].[OH-] (LiOH), [OH-].[Na+] (NaOH). The product is ClC1=C(C=C2C=CNC2=C1)C(=O)O (6-chloro-5-indolecarboxylic acid). Reactants: C(C)(=O)OCC (ethyl acetate), compound I, C(C)(C)(C)OC (methyl tert-butyl ether). Run in C(C)(=O)OCCCC (butyl acetate). Product: alkyl acetate, C(C)(=O)OC (methyl acetate), C(C)(=O)OC(C)C (isopropyl acetate), C([C@H](C)O)O ((S)-propylene glycol). Reaction SMILES: [C:1]([O:5]C)([CH3:4])([CH3:3])C.[C:7]([O:10][CH2:11][CH3:12])(=[O:9])[CH3:8]>C(OCCCC)(=O)C>[C:7]([O:10][CH3:11])(=[O:9])[CH3:8].[C:7]([O:10][CH:11]([CH3:1])[CH3:12])(=[O:9])[CH3:8].[CH2:4]([OH:9])[C@@H:1]([OH:5])[CH3:3]. Procedure details: The reaction mixture containing compound I is treated with an organic solvent such as methyl tert-butyl ether or an alkyl acetate such as ethyl acetate, methyl acetate, isopropyl acetate, or butyl acetate, and (S)-propylene glycol, optionally adding seeds of compound Ia to the mixture, to provide compound Ia. Starting materials: COc1ccc(CC(COC(C)=O)NC(=O)c2ccnc(-n3nc(-c4cccnc4)c4ccccc4c3=O)c2)cc1OC, O=C([O-])O, CC#N, [Na+], O=P(Cl)(Cl)Cl. The product is COc1cc2c(cc1OC)C(c1ccnc(-n3nc(-c4cccnc4)c4ccccc4c3=O)c1)=NC(COC(C)=O)C2. RXN SMILES: [C:1]([CH3:2])(=[O:3])[O:4][CH2:5][CH:6]([CH2:7][c:8]1[cH:9][c:10]([O:16][CH3:17])[c:11]([O:14][CH3:15])[cH:12][cH:13]1)[NH:18][C:19]([c:20]1[cH:21][c:22](-[n:26]2[c:27](=[O:42])[c:28]3[cH:29][cH:30][cH:31][cH:32][c:33]3[c:34](-[c:36]3[cH:37][n:38][cH:39][cH:40][cH:41]3)[n:35]2)[n:23][cH:24][cH:25]1)=[O:43].[C:49](=[O:50])([O-:51])[OH:52].[CH3:54][C:55]#[N:56].[Na+:53].[P:44]([Cl:45])([Cl:46])([Cl:47])=[O:48]>>[C:1]([CH3:2])(=[O:3])[O:4][CH2:5][CH:6]1[CH2:7][c:8]2[cH:9][c:10]([O:16][CH3:17])[c:11]([O:14][CH3:15])[cH:12][c:13]2[C:19]([c:20]2[cH:21][c:22](-[n:26]3[c:27](=[O:42])[c:28]4[cH:29][cH:30][cH:31][cH:32][c:33]4[c:34](-[c:36]4[cH:37][n:38][cH:39][cH:40][cH:41]4)[n:35]3)[n:23][cH:24][cH:25]2)=[N:18]1.